The task is: describe an organic reaction: reactants, conditions, products, and yield. This data is from the Open Reaction Database (ORD), a public repository of structured organic reaction records. The reactants are O (water), S(O)(O)(=O)=O (sulfuric acid), metal sulfates, S(=O)([O-])[O-].[NH4+].[NH4+] (ammonium sulfite), S([O-])(O)=O.[NH4+] (ammonium bisulfite), ( 53 ). The product is S(=O)(=O)([O-])[O-].[NH4+].[NH4+] (ammonium sulfate), S([O-])(O)(=O)=O.[NH4+] (ammonium bisulfate). As a reaction SMILES: O.[S:2](=[O:6])(=[O:5])([OH:4])[OH:3].S([O-])([O-])=O.[NH4+:11].[NH4+].S(=O)(O)[O-].[NH4+]>>[S:2]([O-:6])([O-:5])(=[O:4])=[O:3].[NH4+:11].[NH4+:11].[S:2](=[O:4])(=[O:3])([OH:6])[O-:5].[NH4+:11] |f:2.3.4,5.6,7.8.9,10.11|. Reported procedure: A sulfuric waste water containing 150 kmoles of sulfuric acid and 60 kmoles of metal sulfates (line 51) is treated with a sulfitic solution containing 82.5 kmoles of ammonium sulfite and 82.5 kmoles of ammonium bisulfite (line 52) in reactor (53); 165 kmoles of SO2 evolve and 97.5 kmoles of ammonium sulfate and 52.5 kmoles of ammonium bisulfate (line 55) are produced according to the reaction: